Dataset: the Open Reaction Database (ORD), a public repository of structured organic reaction records. Task: describe an organic reaction: reactants, conditions, products, and yield Reported procedure: To a stirred mixture of 3 g of zinc dust, 50 ml of anhydrous tetrahydrofuran and 2.66 g of dibromomethane, was added dropwise a solution of 2.13 g of anhydrous titanium tetrachloride in 5 ml of dichloromethane. After 15 minutes, to the resulting solution was added dropwise a solution of 2 g of cyclotridecanone in 8 ml of anhydrous tetrahydrofuran. The mixture was allowed to react at room temperature for 12 hours. The reaction mixture was diluted with 50 ml of pentane, admixed with 100 ml of 1-M ... Run at time 15 minute. Reactants: C1(CCCCCCCCCCCC1)=O (cyclotridecanone), Cl (hydrochloric acid), 1-M, BrCBr (dibromomethane). Isolated yield 95.0%. Solvent: O1CCCC1 (tetrahydrofuran), CCCCC (pentane), ClCCl (dichloromethane), O1CCCC1 (tetrahydrofuran). The product is C=C1CCCCCCCCCCCC1 (methylenecyclotridecane). The reagents and catalysts are [Ti](Cl)(Cl)(Cl)Cl (titanium tetrachloride), [Zn] (zinc). RXN SMILES: Br[CH2:2]Br.[C:4]1(=O)[CH2:16][CH2:15][CH2:14][CH2:13][CH2:12][CH2:11][CH2:10][CH2:9][CH2:8][CH2:7][CH2:6][CH2:5]1.Cl>ClCCl.O1CCCC1.CCCCC.[Zn].[Ti](Cl)(Cl)(Cl)Cl>[CH2:2]=[C:4]1[CH2:16][CH2:15][CH2:14][CH2:13][CH2:12][CH2:11][CH2:10][CH2:9][CH2:8][CH2:7][CH2:6][CH2:5]1. Starting materials: C(C(=O)OCC)(C(=O)OCC)C(=O)OCC (triethyl methanetricarboxylate), [N+](=O)([O-])C1=CC=C(CCO)C=C1 (4-nitrophenethyl alcohol), C1(=CC=CC=C1)P(C1=CC=CC=C1)C1=CC=CC=C1 (triphenylphosphine), N(=NC(=O)OC(C)C)C(=O)OC(C)C.C1(=CC=CC=C1)C (Diisopropyl azodicarboxylate toluene). Solvent: CCOCC (ether). Reaction conditions: time 18 hour. The product is [N+](=O)([O-])C1=CC=C(C=C1)CCC(C(=O)OCC)(C(=O)OCC)C(=O)OCC (triethyl 3-(4-nitrophenyl)propane-1,1,1-tricarboxylate). Isolated yield 66.8%. As a reaction SMILES: [CH:1]([C:12]([O:14][CH2:15][CH3:16])=[O:13])([C:7]([O:9][CH2:10][CH3:11])=[O:8])[C:2]([O:4][CH2:5][CH3:6])=[O:3].[N+:17]([C:20]1[CH:28]=[CH:27][C:23]([CH2:24][CH2:25]O)=[CH:22][CH:21]=1)([O-:19])=[O:18].C1(P(C2C=CC=CC=2)C2C=CC=CC=2)C=CC=CC=1.N(C(OC(C)C)=O)=NC(OC(C)C)=O.C1(C)C=CC=CC=1>CCOCC>[N+:17]([C:20]1[CH:28]=[CH:27][C:23]([CH2:24][CH2:25][C:1]([C:12]([O:14][CH2:15][CH3:16])=[O:13])([C:2]([O:4][CH2:5][CH3:6])=[O:3])[C:7]([O:9][CH2:10][CH3:11])=[O:8])=[CH:22][CH:21]=1)([O-:19])=[O:18] |f:3.4|. Procedure: To a solution of triethyl methanetricarboxylate (16.6 g) in ether (350 mL) were added 4-nitrophenethyl alcohol (8.00 g) and triphenylphosphine (25.0 g). 40% Diisopropyl azodicarboxylate/toluene solution (48.4 g) was added dropwise to the mixture under ice-cooling, and the mixture was stirred at room temperature for 18 hr. Insoluble material was removed by filtration, and the filtrate was washed with saturated aqueous sodium hydrogen carbonate solution (300 mL) and saturated brine. After concentr... Starting materials: C(=O)NC=1SC=C(N1)C(C(=O)O)=O (2-(2-formylamino-1,3-thiazol-4-yl)glyoxylic acid), C(C)OCC (diethyl ether), [BH4-].[Na+] (sodium borohydride), C(=O)N=C1SC=C(N1)C(C(=O)O)=O (2-(2-formylimino-2,3-dihydro-1,3-thiazol-4-yl)glyoxylic acid), C([O-])(O)=O.[Na+] (sodium bicarbonate). Run in O (water). Run at time 8 hour. The product is OC(C(=O)O)C=1N=C(SC1)NC=O (2-hydroxy-2-(2-formylamino-1,3-thiazol-4-yl)acetic acid). As a reaction SMILES: [CH:1]([NH:3][C:4]1[S:5][CH:6]=[C:7]([C:9](=[O:13])[C:10]([OH:12])=[O:11])[N:8]=1)=[O:2].C(=O)(O)[O-].[Na+].C(OCC)C.[BH4-].[Na+]>O>[OH:13][CH:9]([C:7]1[N:8]=[C:4]([NH:3][CH:1]=[O:2])[S:5][CH:6]=1)[C:10]([OH:12])=[O:11] |f:1.2,4.5|. Reported procedure: To a suspension of 2-(2-formylamino-1,3-thiazol-4-yl)glyoxylic acid, which can be represented as 2-(2-formylimino-2,3-dihydro-1,3-thiazol-4-yl)glyoxylic acid, (20 g.) in water (400 ml.) was added sodium bicarbonate (8.4 g.) under ice-cooling and stirring, and the mixture was stirred for 10 minutes at the same temperature, and then diethyl ether (10 ml.) was added thereto. To the mixture was added sodium borohydride (1.52 g.) over 10 minutes with stirring at the same temperature, and the mixture ... Starting materials: BrC1=CN=C(C=2N1N=CN2)Br (5,8-Dibromo-[1,2,4]triazolo[1,5-a]pyrazine), CC1(C2=C(C(=CC=C2)P(C3=CC=CC=C3)C4=CC=CC=C4)OC5=C(C=CC=C51)P(C6=CC=CC=C6)C7=CC=CC=C7)C (Xantphos), O1CCN(CC1)CC=1N=C(SC1)N (4-(1-morpholinomethyl) thiazol-2-ylamine), CC(C)([O-])C.[Na+] (sodium tert-butoxide). The reagents and catalysts are C(C1=CC=CC=C1)=CC(=O)C=CC1=CC=CC=C1.[Pd] (palladium dibenzylidene acetone). Solvent: C1(=CC=CC=C1)C (toluene). Conditions: temperature 90 celsius, time 16 hour. Product: BrC1=CN=C(C=2N1N=CN2)NC=2SC=C(N2)CN2CCOCC2 (N-(5-bromo-[1,2,4]triazolo[1,5-a]pyrazin-8-yl)-4-(morpholinomethyl)thiazol-2-amine). Yield: 26.7%. As a reaction SMILES: [Br:1][C:2]1[N:7]2[N:8]=[CH:9][N:10]=[C:6]2[C:5](Br)=[N:4][CH:3]=1.[O:12]1[CH2:17][CH2:16][N:15]([CH2:18][C:19]2[N:20]=[C:21]([NH2:24])[S:22][CH:23]=2)[CH2:14][CH2:13]1.CC(C)([O-])C.[Na+].CC1(C)C2C(=C(P(C3C=CC=CC=3)C3C=CC=CC=3)C=CC=2)OC2C(P(C3C=CC=CC=3)C3C=CC=CC=3)=CC=CC1=2>C1(C)C=CC=CC=1.C(=CC(C=CC1C=CC=CC=1)=O)C1C=CC=CC=1.[Pd]>[Br:1][C:2]1[N:7]2[N:8]=[CH:9][N:10]=[C:6]2[C:5]([NH:24][C:21]2[S:22][CH:23]=[C:19]([CH2:18][N:15]3[CH2:16][CH2:17][O:12][CH2:13][CH2:14]3)[N:20]=2)=[N:4][CH:3]=1 |f:2.3,6.7|. Reported procedure: Intermediate 3 (5,8-Dibromo-[1,2,4]triazolo[1,5-a]pyrazine, 140 mg, 0.50 mmol), Intermediate 6 (4-(1-morpholinomethyl) thiazol-2-ylamine, 120 mg, 0.60 mmol), sodium tert-butoxide (68 mg, 0.71 mmol), palladium dibenzylidene acetone (19 mg, 0.02 mmol) and Xantphos (23 mg, 0.04 mmol) were suspended in toluene (4 mL). The mixture is degassed with nitrogen for 5 min and then stirred at 90° C. for 16 h. The solvent is evaporated in vacuo to leave a brown residue. The residue is purified by column chro... Starting materials: C[SiH](OCC)OCC (methyldiethoxysilane), C(C=C)N (allylamine). The reagents and catalysts are [Rh] (rhodium). Product: NCCC[Si](OCC)(OCC)C (3-aminopropylmethyldiethoxy-silane). Yield: 78.0%. RXN SMILES: [CH3:1][SiH:2]([O:6][CH2:7][CH3:8])[O:3][CH2:4][CH3:5].[CH2:9]([NH2:12])[CH:10]=[CH2:11]>[Rh]>[NH2:12][CH2:9][CH2:10][CH2:11][Si:2]([CH3:1])([O:6][CH2:7][CH3:8])[O:3][CH2:4][CH3:5]. Procedure details: German Patent No. 2408480 describes the reaction of a silazane derivative from allylamine and an organohydrochlorosilane, in the presence of a proton acceptor to form an intermediate silazane which then undergoes a hydrosilylation reaction catalyzed by a platinum catalyst. Upon alcoholysis, the intermediate hydrosilylation product forms 3-aminopropylmethyldiethoxysilane in 70% overall yield. A molar excess of at least 50% of allylamine is used in this process. Identification of the beta-isomer i... Starting materials: O=C([O-])[O-], COc1ccc(CCl)cc1, CN(C)C=O, CCOC(C)=O, CCSc1cc(O)c2cccc(Cl)c2n1, [Cs+], [Cs+]. Yields the product CCSc1cc(OCc2ccc(OC)cc2)c2cccc(Cl)c2n1. RXN SMILES: [C:16](=[O:17])([O-:18])[O-:19].[CH3:22][O:23][c:24]1[cH:25][cH:26][c:27]([CH2:28][Cl:29])[cH:30][cH:31]1.[CH3:32][N:33]([CH3:34])[CH:35]=[O:36].[CH3:37][CH2:38][O:39][C:40](=[O:41])[CH3:42].[Cl:1][c:2]1[cH:3][cH:4][cH:5][c:6]2[c:7]([OH:15])[cH:8][c:9]([S:12][CH2:13][CH3:14])[n:10][c:11]12.[Cs+:20].[Cs+:21]>>[Cl:1][c:2]1[cH:3][cH:4][cH:5][c:6]2[c:7]([O:15][CH2:28][c:27]3[cH:26][cH:25][c:24]([O:23][CH3:22])[cH:31][cH:30]3)[cH:8][c:9]([S:12][CH2:13][CH3:14])[n:10][c:11]12. Starting materials: ClC1=NC2=C(C=CC=C2C=C1[C@@H](C)O)F ((R)-1-(2-chloro-8-fluoroquinolin-3-yl)ethanol), C1(=CC=CC=C1)P(C1=CC=CC=C1)C1=CC=CC=C1 (Triphenylphosphine), C1(=CC=CC=C1)P(=O)(C1=CC=CC=C1)N=[N+]=[N-] (diphenylphosphoryl azide). The solvent is C1CCOC1 (THF), C1CCOC1 (THF). Reaction conditions: temperature 0 celsius, time 30 minute. Product: N(=[N+]=[N-])[C@@H](C)C=1C(=NC2=C(C=CC=C2C1)F)Cl ((S)-3-(1-azidoethyl)-2-chloro-8-fluoroquinoline). Reaction SMILES: C1(P(C2C=CC=CC=2)C2C=CC=CC=2)C=CC=CC=1.[Cl:20][C:21]1[C:30]([C@H:31](O)[CH3:32])=[CH:29][C:28]2[C:23](=[C:24]([F:34])[CH:25]=[CH:26][CH:27]=2)[N:22]=1.C1(P([N:49]=[N+:50]=[N-:51])(C2C=CC=CC=2)=O)C=CC=CC=1>C1COCC1>[N:49]([C@H:31]([C:30]1[C:21]([Cl:20])=[N:22][C:23]2[C:28]([CH:29]=1)=[CH:27][CH:26]=[CH:25][C:24]=2[F:34])[CH3:32])=[N+:50]=[N-:51]. Procedure details: Triphenylphosphine (1.81 g, 6.9 mmol, 1.2 eq) was dissolved in anhydrous THF (30 mL) and cooled to 0° C. To this solution was added diispropylazodicarboxylate (1.36 mL, 6.9 mmol, 1.2 eq). The reaction was stirred for 30 minutes at 0° C. and (R)-1-(2-chloro-8-fluoroquinolin-3-yl)ethanol (1.3 g, 5.7 mmol) in 30 mL of THF was added, followed by diphenylphosphoryl azide (1.37 mL, 6.3 mmol, 1.1 eq). The reaction was allowed to warm to rt and stir at rt overnight. The reaction was deposited on silica ... Reactants: O=C([O-])[O-], CCI, CC#N, [K+], [K+], Nc1cc(O)c(Br)cc1F. Yields the product CCOc1cc(N)c(F)cc1Br. RXN SMILES: [C:14](=[O:15])([O-:16])[O-:17].[CH2:11]([CH3:12])[I:13].[CH3:20][C:21]#[N:22].[K+:18].[K+:19].[NH2:1][c:2]1[c:3]([F:10])[cH:4][c:5]([Br:9])[c:6]([OH:8])[cH:7]1>>[NH2:1][c:2]1[c:3]([F:10])[cH:4][c:5]([Br:9])[c:6]([O:8][CH2:11][CH3:12])[cH:7]1. Procedure: To a solution of ethyl 2-(4-fluorophenyl)oxazole-4-carboxylate (7.44 g) in chloroform (100 ml) was added dropwise bromine (8.1 ml) at room temperature, and the resulting mixture was stirred at room temperature for 30 minutes and then refluxed for 8 hours. After cooling the reaction mixture, 10% aqueous sodium thiosulfate solution was added to the mixture and the mixture was extracted with chloroform. The organic layer was washed with a saturated aqueous sodium hydrogen carbonate solution and bri... Solvent: C(Cl)(Cl)Cl (chloroform). Reaction conditions: time 30 minute. As a reaction SMILES: [F:1][C:2]1[CH:7]=[CH:6][C:5]([C:8]2[O:9][CH:10]=[C:11]([C:13]([O:15][CH2:16][CH3:17])=[O:14])[N:12]=2)=[CH:4][CH:3]=1.[Br:18]Br.S([O-])([O-])(=O)=S.[Na+].[Na+]>C(Cl)(Cl)Cl>[Br:18][C:10]1[O:9][C:8]([C:5]2[CH:4]=[CH:3][C:2]([F:1])=[CH:7][CH:6]=2)=[N:12][C:11]=1[C:13]([O:15][CH2:16][CH3:17])=[O:14] |f:2.3.4|. Reactants: FC1=CC=C(C=C1)C=1OC=C(N1)C(=O)OCC (ethyl 2-(4-fluorophenyl)oxazole-4-carboxylate), BrBr (bromine), S(=S)(=O)([O-])[O-].[Na+].[Na+] (sodium thiosulfate). Yields the product BrC1=C(N=C(O1)C1=CC=C(C=C1)F)C(=O)OCC (ethyl 5-bromo-2-(4-fluorophenyl)-oxazol-4-carboxylate).